From a dataset of the Open Reaction Database (ORD), a public repository of structured organic reaction records. describe an organic reaction: reactants, conditions, products, and yield Starting materials: NC1=C(C=CC2=NN(N=C21)C)N (4,5-diamino-2-methylbenzotriazole), O.O.C(C(=O)O)(=O)O (oxalic acid dihydrate). Solvent: Cl (hydrochloric acid). Product: OC1=NC=2C=CC=3C(C2N=C1O)=NN(N3)C (7,8-Dihydroxy-2-methyl-2H-1,2,3-triazolo[4,5-f]quinoxaline). The yield is 30.1%. RXN SMILES: [NH2:1][C:2]1[C:10]2[C:6](=[N:7][N:8]([CH3:11])[N:9]=2)[CH:5]=[CH:4][C:3]=1[NH2:12].O.O.[C:15](O)(=[O:19])[C:16](O)=[O:17]>Cl>[OH:17][C:16]1[C:15]([OH:19])=[N:1][C:2]2[C:10]3=[N:9][N:8]([CH3:11])[N:7]=[C:6]3[CH:5]=[CH:4][C:3]=2[N:12]=1 |f:1.2.3|. Procedure: A solution of 4,5-diamino-2-methylbenzotriazole (2.5 g, 15.3 mmol) and oxalic acid dihydrate (2.5 g, 19.8 mmol) in 80 ml of 4M hydrochloric acid was refluxed on an oil bath for 1 h. The cooled mixture was filtered, and the precipitate was washed with water and ethanol. Recrystallization from ethanol with decolourising charcoal afforded 1.0 g (30%) of the title compound; m.p. >300° C.; IR (KBr): 3500- 2200, 1690 cm-1 ; 1H-NMR (DMSO-d6): 4.48 (s, 3H, CH3), 7.25 (d, J=9 Hz, 1H, ArH), 7.60 (d, J=9 H... The reactants are FC(C=1C=C(CNC)C=C(C1)C(F)(F)F)(F)F ((3,5-bis-trifluoromethyl-benzyl)-methyl-amine), C(C)N(C(C)C)C(C)C (N-ethyldiisopropylamine), ClC1=NC=C(C(=O)O)C(=C1)C1=C(C=CC=C1)Cl (6-Chloro-4-(2-chloro-phenyl)-nicotinic acid). Reagents/catalysts: CN(C)C1=CC=NC=C1 (4-(N,N-dimethylamino)pyridine), CN(C=O)C (N,N-dimethylformamide). Solvent: ClCCl (dichloromethane), ClCCl (dichloromethane), ClCCl (dichloromethane). Reaction conditions: time 1 hour. Product: FC(C=1C=C(CN(C(C2=CN=C(C=C2C2=C(C=CC=C2)Cl)Cl)=O)C)C=C(C1)C(F)(F)F)(F)F (N-(3,5-Bis-trifluoromethyl-benzyl)-6-chloro-4-(2-chloro-phenyl)-N-methyl-nicotinamide). The yield is 83.6%. Reaction SMILES: [Cl:1][C:2]1[CH:10]=[C:9]([C:11]2[CH:16]=[CH:15][CH:14]=[CH:13][C:12]=2[Cl:17])[C:5]([C:6]([OH:8])=O)=[CH:4][N:3]=1.[F:18][C:19]([F:34])([F:33])[C:20]1[CH:21]=[C:22]([CH:26]=[C:27]([C:29]([F:32])([F:31])[F:30])[CH:28]=1)[CH2:23][NH:24][CH3:25].C(N(C(C)C)C(C)C)C>CN(C)C=O.CN(C1C=CN=CC=1)C.ClCCl>[F:18][C:19]([F:33])([F:34])[C:20]1[CH:21]=[C:22]([CH:26]=[C:27]([C:29]([F:32])([F:31])[F:30])[CH:28]=1)[CH2:23][N:24]([CH3:25])[C:6](=[O:8])[C:5]1[C:9]([C:11]2[CH:16]=[CH:15][CH:14]=[CH:13][C:12]=2[Cl:17])=[CH:10][C:2]([Cl:1])=[N:3][CH:4]=1. Procedure: To a solution of 300 mg (1.12 mmol) 6-chloro-4-(2-chloro-phenyl)-nicotinic acid (Example 24, step e)) in 12 ml dichloromethane 0.15 ml (1.7 mmol) oxalyl chloride and one drop of N,N-dimethylformamide were added at 0° C. After completed addition the reaction mixture was allowed to warm to room temperature and stirred for 1 h. The reaction mixture was concentrated in vactio. The residue was redissolved in 6 ml dichloromethane and added dropwise to a solution of 432 mg (1.68 mmol) (3,5-bis-trifluor...